This data is from the Open Reaction Database (ORD), a public repository of structured organic reaction records. The task is: describe an organic reaction: reactants, conditions, products, and yield RXN SMILES: [C:1]1([C:41]2[CH:46]=[CH:45][CH:44]=[CH:43][CH:42]=2)[CH:6]=[CH:5][C:4]([C:7]2[N:12]=[CH:11][C:10]3[N:13](COCC[Si](C)(C)C)[C:14]([O:16][C@@H:17]4[CH2:21][O:20][C@@H:19]5[C@H:22]([O:25][Si](C(C)(C)C)(C)C)[CH2:23][O:24][C@H:18]45)=[N:15][C:9]=3[CH:8]=2)=[CH:3][CH:2]=1.C(O)(C(F)(F)F)=O.[OH-].[Na+]>C(Cl)Cl.O>[C:1]1([C:41]2[CH:46]=[CH:45][CH:44]=[CH:43][CH:42]=2)[CH:6]=[CH:5][C:4]([C:7]2[N:12]=[CH:11][C:10]3[NH:13][C:14]([O:16][C@H:17]4[C@H:18]5[O:24][CH2:23][C@@H:22]([OH:25])[C@H:19]5[O:20][CH2:21]4)=[N:15][C:9]=3[CH:8]=2)=[CH:3][CH:2]=1 |f:2.3|. Reactants: C1(=CC=C(C=C1)C1=CC2=C(C=N1)N(C(=N2)O[C@H]2[C@@H]1[C@H](OC2)[C@@H](CO1)O[Si](C)(C)C(C)(C)C)COCC[Si](C)(C)C)C1=CC=CC=C1 (6-([1,1′-biphenyl]-4-yl)-2-(((3R,3aR,6R,6aS)-6-((tert-butyldimethylsilyl)oxy)hexahydrofuro[3,2-b]furan-3-yl)oxy)-3-((2-(trimethylsilyl)ethoxy)methyl)-3H-imidazo[4,5-c]pyridine), C(=O)(C(F)(F)F)O (TFA), [OH-].[Na+] (NaOH). Reported procedure: To 6-([1,1′-biphenyl]-4-yl)-2-(((3R,3aR,6R,6aS)-6-((tert-butyldimethylsilyl)oxy)hexahydrofuro[3,2-b]furan-3-yl)oxy)-3-((2-(trimethylsilyl)ethoxy)methyl)-3H-imidazo[4,5-c]pyridine (26.0 mg, 0.039 mmol) in anhydrous DCM (1.23 mL) was added TFA (0.91 mL, 11.82 mmol). The solution stirred at RT for 52 h. The reaction solution was evaporated under reduced pressure. The residue extracted into EtOAc (35 mL) and washed with 1N NaOH (6.0 mL, 6 mmol) and water (10 mL), dried over Na2SO4, filtered, and eva... Yields the product C1(=CC=C(C=C1)C1=CC2=C(C=N1)NC(=N2)O[C@@H]2CO[C@H]1[C@@H]2OC[C@H]1O)C1=CC=CC=C1 ((3R,3aR,6R,6aR)-6-((6-([1,1′-biphenyl]-4-yl)-3H-imidazo[4,5-c]pyridin-2-yl)oxy)hexahydrofuro[3,2-b]furan-3-ol). Conditions: time 52 hour. Run in C(Cl)Cl (DCM), O (water). The reactants are CN(C)C(OC(C)(C)C)N(C)C, COc1ccc(CCNC(=O)Cc2ccc3c(c2)CCCC3)cc1OC, CN(C)C=O, O. Product: COc1ccc(CCNC(=O)C(=CN(C)C)c2ccc3c(c2)CCCC3)cc1OC. RXN SMILES: [C:27]([O:28][CH:32]([N:29]([CH3:30])[CH3:31])[N:33]([CH3:34])[CH3:35])([CH3:36])([CH3:37])[CH3:38].[CH3:1][O:2][c:3]1[cH:4][c:5]([CH2:11][CH2:12][NH:13][C:14]([CH2:15][c:16]2[cH:17][c:18]3[c:23]([cH:24][cH:25]2)[CH2:22][CH2:21][CH2:20][CH2:19]3)=[O:26])[cH:6][cH:7][c:8]1[O:9][CH3:10].[CH3:39][N:40]([CH3:41])[CH:42]=[O:43].[OH2:44]>>[CH3:1][O:2][c:3]1[cH:4][c:5]([CH2:11][CH2:12][NH:13][C:14]([C:15]([c:16]2[cH:17][c:18]3[c:23]([cH:24][cH:25]2)[CH2:22][CH2:21][CH2:20][CH2:19]3)=[CH:32][N:33]([CH3:34])[CH3:35])=[O:26])[cH:6][cH:7][c:8]1[O:9][CH3:10]. Starting materials: OC=1C=C2C(=C(C(=NC2=CC1)CC(C)C)CNC(OC(C)(C)C)=O)C1=CC=C(C=C1)C (tert-butyl {[6-hydroxy-2-isobutyl-4-(4-methylphenyl)quinolin-3-yl]methyl}carbamate), C([O-])([O-])=O.[K+].[K+] (potassium carbonate), ClCC1=CC=C(O1)C(=O)OCC (ethyl 5-chloromethyl-2-furancarboxylate), O (Water). The solvent is CN(C=O)C (N,N-dimethylformamide). Reaction conditions: time 6 hour. The product is C(C)(C)(C)OC(=O)NCC=1C(=NC2=CC=C(C=C2C1C1=CC=C(C=C1)C)OCC=1C=C(OC1)C(=O)OCC)CC(C)C (ethyl 4-({[3-{[(tert-butoxycarbonyl)amino]methyl}-2-isobutyl-4-(4-methylphenyl)quinolin-6-yl]oxy}methyl)-2-furoate). Yield: 79.0%. Reaction SMILES: [OH:1][C:2]1[CH:3]=[C:4]2[C:9](=[CH:10][CH:11]=1)[N:8]=[C:7]([CH2:12][CH:13]([CH3:15])[CH3:14])[C:6]([CH2:16][NH:17][C:18](=[O:24])[O:19][C:20]([CH3:23])([CH3:22])[CH3:21])=[C:5]2[C:25]1[CH:30]=[CH:29][C:28]([CH3:31])=[CH:27][CH:26]=1.[C:32](=O)([O-])[O-].[K+].[K+].ClC[C:40]1[O:44][C:43]([C:45]([O:47][CH2:48][CH3:49])=[O:46])=[CH:42][CH:41]=1.O>CN(C)C=O>[C:20]([O:19][C:18]([NH:17][CH2:16][C:6]1[C:7]([CH2:12][CH:13]([CH3:15])[CH3:14])=[N:8][C:9]2[C:4]([C:5]=1[C:25]1[CH:26]=[CH:27][C:28]([CH3:31])=[CH:29][CH:30]=1)=[CH:3][C:2]([O:1][CH2:32][C:41]1[CH:42]=[C:43]([C:45]([O:47][CH2:48][CH3:49])=[O:46])[O:44][CH:40]=1)=[CH:11][CH:10]=2)=[O:24])([CH3:23])([CH3:21])[CH3:22] |f:1.2.3|. Procedure: To a solution of tert-butyl {[6-hydroxy-2-isobutyl-4-(4-methylphenyl)quinolin-3-yl]methyl}carbamate (0.40 g, 0.95 mmol) in N,N-dimethylformamide (10 ml) were added potassium carbonate (0.28 g, 2.0 mmol) and ethyl 5-chloromethyl-2-furancarboxylate (0.38 g, 2.0 mmol) and the mixture was stirred at room temperature for 6 hrs. Water was added to the reaction mixture and the mixture was extracted with ethyl acetate. The extract was washed with saturated brine, and dried over anhydrous magnesium sulfa... Reactants: COC(=O)Cc1cccc(Oc2ccc(C(F)(F)F)cc2CNC2Cc3ccccc3C2O)c1, O=C(Cl)Cl. Yields the product COC(=O)Cc1cccc(Oc2ccc(C(F)(F)F)cc2CN2C(=O)OC3c4ccccc4CC32)c1. Reaction SMILES: [CH3:1][O:2][C:3]([CH2:4][c:5]1[cH:6][c:7]([O:11][c:12]2[c:13]([CH2:22][NH:23][CH:24]3[CH:25]([OH:33])[c:26]4[cH:27][cH:28][cH:29][cH:30][c:31]4[CH2:32]3)[cH:14][c:15]([C:18]([F:19])([F:20])[F:21])[cH:16][cH:17]2)[cH:8][cH:9][cH:10]1)=[O:34].[Cl:35][C:36]([Cl:37])=[O:38]>>[CH3:1][O:2][C:3]([CH2:4][c:5]1[cH:6][c:7]([O:11][c:12]2[c:13]([CH2:22][N:23]3[CH:24]4[CH:25]([c:26]5[cH:27][cH:28][cH:29][cH:30][c:31]5[CH2:32]4)[O:33][C:36]3=[O:38])[cH:14][c:15]([C:18]([F:19])([F:20])[F:21])[cH:16][cH:17]2)[cH:8][cH:9][cH:10]1)=[O:34]. Reactants: CCc1ccc(N(Cc2cnc(Cl)nc2Cl)C(=O)NC(C)CO[Si](C)(C)C(C)(C)C)cc1, CC(C)(C)[O-], [K+], C1CCOC1. Product: CCc1ccc(N2Cc3cnc(Cl)nc3N(C(C)CO[Si](C)(C)C(C)(C)C)C2=O)cc1. Reaction SMILES: [C:1]([CH3:2])([CH3:3])([CH3:4])[Si:5]([O:6][CH2:7][CH:8]([CH3:9])[NH:10][C:11]([N:12]([c:13]1[cH:14][cH:15][c:16]([CH2:19][CH3:20])[cH:17][cH:18]1)[CH2:21][c:22]1[c:23]([Cl:29])[n:24][c:25]([Cl:28])[n:26][cH:27]1)=[O:30])([CH3:31])[CH3:32].[CH3:33][C:34]([CH3:35])([O-:36])[CH3:37].[K+:38].[O:39]1[CH2:40][CH2:41][CH2:42][CH2:43]1>>[C:1]([CH3:2])([CH3:3])([CH3:4])[Si:5]([O:6][CH2:7][CH:8]([CH3:9])[N:10]1[C:11](=[O:30])[N:12]([c:13]2[cH:14][cH:15][c:16]([CH2:19][CH3:20])[cH:17][cH:18]2)[CH2:21][c:22]2[c:23]1[n:24][c:25]([Cl:28])[n:26][cH:27]2)([CH3:31])[CH3:32]. The reactants are CC(C)(C)OC(=O)Nc1ccc(Br)c([N+](=O)[O-])n1, CI, [Cl-], [H-], [NH4+], [Na+], CN(C)C=O. Product: CN(C(=O)OC(C)(C)C)c1ccc(Br)c([N+](=O)[O-])n1. As a reaction SMILES: [C:1]([CH3:2])([CH3:3])([CH3:4])[O:5][C:6]([NH:7][c:8]1[n:9][c:10]([N+:15](=[O:16])[O-:17])[c:11]([Br:14])[cH:12][cH:13]1)=[O:18].[CH3:21][I:22].[Cl-:23].[H-:20].[NH4+:24].[Na+:19].[O:25]=[CH:26][N:27]([CH3:28])[CH3:29]>>[C:1]([CH3:2])([CH3:3])([CH3:4])[O:5][C:6]([N:7]([c:8]1[n:9][c:10]([N+:15](=[O:16])[O-:17])[c:11]([Br:14])[cH:12][cH:13]1)[CH3:21])=[O:18].